From a dataset of the Open Reaction Database (ORD), a public repository of structured organic reaction records. describe an organic reaction: reactants, conditions, products, and yield The reactants are CN(CCO)C(=O)c1cc(F)c(F)cc1F, [H-], [Na+], CN(C)C=O, O. The product is CN1CCOc2cc(F)c(F)cc2C1=O. RXN SMILES: [F:3][c:4]1[c:5]([C:6](=[O:7])[N:8]([CH3:9])[CH2:10][CH2:11][OH:12])[cH:13][c:14]([F:18])[c:15]([F:17])[cH:16]1.[H-:1].[Na+:2].[O:20]=[CH:21][N:22]([CH3:23])[CH3:24].[OH2:19]>>[c:4]12[c:5]([cH:13][c:14]([F:18])[c:15]([F:17])[cH:16]1)[C:6](=[O:7])[N:8]([CH3:9])[CH2:10][CH2:11][O:12]2. The reactants are C(#N)COC1=C(C=CC=C1)C(C1=CC=C(C=C1)C)=O (2'-cyanomethoxy-4-methylbenzophenone), CO[Na] (CH3ONa), 3A. The solvent is CO (methanol). Yields the product C(#N)C1=C(C2=C(O1)C=CC=C2)C2=CC=C(C=C2)C (2-cyano-3-(4-tolyl)benzo[b]furan). The yield is 40.4%. Reaction SMILES: [C:1]([CH2:3][O:4][C:5]1[CH:10]=[CH:9][CH:8]=[CH:7][C:6]=1[C:11](=O)[C:12]1[CH:17]=[CH:16][C:15]([CH3:18])=[CH:14][CH:13]=1)#[N:2].CO[Na]>CO>[C:1]([C:3]1[O:4][C:5]2[CH:10]=[CH:9][CH:8]=[CH:7][C:6]=2[C:11]=1[C:12]1[CH:17]=[CH:16][C:15]([CH3:18])=[CH:14][CH:13]=1)#[N:2]. Procedure: To a solution of 2'-cyanomethoxy-4-methylbenzophenone (8.9 g) in methanol (750 ml) was added CH3ONa (2.0 g) and molecular sieves (3A, 5 g) and the mixture was heated under reflux for 30 hours. After removal of insoluble materials by filtration, the filtrate was concentrated to dryness. The residue was dissolved in ethyl acetate, followed by removal of insoluble materials by filtration and concentration of the filtrate. The residue was purified by column chromatography on silica gel to afford pal... Reactants: FC1=C(C=CC=C1)CC=1C(N)=CC=CC1 (α-(0-fluorophenyl)-0-toluidine), C(OCC)(OCC)OCC (triethyl orthoformate), C(C)C1(OCCO1)C(CC)N (2-ethyl-2-(1-aminopropyl)-1,3-dioxolane). The reagents and catalysts are [Ti](Cl)(Cl)(Cl)Cl (titanium tetrachloride). The product is C(C)C=1N=CN(C1CC)C1=C(C=CC=C1)CC1=C(C=CC=C1)F (4,5-diethyl-1-[α-(0-fluorophenyl)-0-tolyl]imidazole). As a reaction SMILES: [F:1][C:2]1[CH:7]=[CH:6][CH:5]=[CH:4][C:3]=1[CH2:8][C:9]1[C:10](=[CH:12][CH:13]=[CH:14][CH:15]=1)[NH2:11].[CH:16](OCC)(OCC)OCC.[CH2:26]([C:28]1([CH:33]([NH2:36])[CH2:34][CH3:35])OCCO1)[CH3:27]>[Ti](Cl)(Cl)(Cl)Cl>[CH2:34]([C:33]1[N:36]=[CH:16][N:11]([C:10]2[CH:12]=[CH:13][CH:14]=[CH:15][C:9]=2[CH2:8][C:3]2[CH:4]=[CH:5][CH:6]=[CH:7][C:2]=2[F:1])[C:28]=1[CH2:26][CH3:27])[CH3:35]. Procedure details: In the manner given in Example 3, α-(0-fluorophenyl)-0-toluidine is reacted with triethyl orthoformate, the resulting oil is heated with 2-ethyl-2-(1-aminopropyl)-1,3-dioxolane, and the resulting product treated with titanium tetrachloride to give 4,5-diethyl-1-[α-(0-fluorophenyl)-0-tolyl]imidazole.